From a dataset of the Open Reaction Database (ORD), a public repository of structured organic reaction records. describe an organic reaction: reactants, conditions, products, and yield Starting materials: C1(=CC=CC=C1)C1(C(C)=O)C(O1)C1=CC=NC=C1 (3-phenyl-4-(4-pyridyl)-3,4-epoxy-2-butanone), NN (hydrazine). Solvent: C(C)O (ethanol). The product is CC1=NNC(=C1C1=CC=CC=C1)C1=CC=NC=C1 (4-(3-methyl-4-phenyl-1H-pyrazol-5-yl)pyridine). RXN SMILES: [C:1]1([C:7]2(O[CH:11]2[C:13]2[CH:18]=[CH:17][N:16]=[CH:15][CH:14]=2)[C:8](=O)[CH3:9])[CH:6]=[CH:5][CH:4]=[CH:3][CH:2]=1.[NH2:19][NH2:20]>C(O)C>[CH3:9][C:8]1[C:7]([C:1]2[CH:6]=[CH:5][CH:4]=[CH:3][CH:2]=2)=[C:11]([C:13]2[CH:18]=[CH:17][N:16]=[CH:15][CH:14]=2)[NH:20][N:19]=1. Reported procedure: A solution of 3-phenyl-4-(4-pyridyl)-3,4-epoxy-2-butanone (step 2) (350 mg, 1.46 mmol) and anhydrous hydrazine (0.7 ml, 20 mmol) in ethanol (3 ml) was heated at reflux for 4 hours. The reaction was cooled, and the solvent was evaporated to dryness. The resulting residue was purified by chromatography (silica gel, 1:1 acetone/hexane) to give the desired product as a crystalline solid, which was recrystallized from ethyl acetate and hexane to give pure 4-(3-methyl-4-phenyl-1H-pyrazol-5-yl)pyridine... Reactants: [C-]#N, CCN(CC)S(F)(F)F, C1CCOC1, [K+], [Na+], CC(C)(C)OC(=O)N1CCC(=O)C1, O, O=S([O-])O. The product is CC(C)(C)OC(=O)N1CCC(F)(C#N)C1. RXN SMILES: [C-:14]#[N:15].[CH2:22]([N:23]([S:24]([F:25])([F:26])[F:28])[CH2:27][CH3:29])[CH3:30].[CH2:31]1[O:32][CH2:33][CH2:34][CH2:35]1.[K+:16].[Na+:21].[O:1]=[C:2]1[CH2:3][N:4]([C:7](=[O:8])[O:9][C:10]([CH3:11])([CH3:12])[CH3:13])[CH2:5][CH2:6]1.[OH2:36].[S:17](=[O:18])([OH:19])[O-:20]>>[C:2]1([C:14]#[N:15])([F:28])[CH2:3][N:4]([C:7](=[O:8])[O:9][C:10]([CH3:11])([CH3:12])[CH3:13])[CH2:5][CH2:6]1. The reactants are COC=1C=C(C=CC1)C1C(CCCC1)=O (2-(3-Methoxyphenyl) cyclohexanone), N1CCCC1 (pyrrolidine), N1CCCC1 (pyrrolidine), Cl (hydrochloric acid). The product is COC=1C=C(C=CC1)[C@@H]1[C@@H](CCCC1)N1CCCC1 (cis-2-(3-methoxyphenyl)-1-pyrrolidinocyclohexane). As a reaction SMILES: [CH3:1][O:2][C:3]1[CH:4]=[C:5]([CH:9]2[CH2:14][CH2:13][CH2:12][CH2:11][C:10]2=O)[CH:6]=[CH:7][CH:8]=1.[NH:16]1[CH2:20][CH2:19][CH2:18][CH2:17]1.Cl>>[CH3:1][O:2][C:3]1[CH:4]=[C:5]([C@H:9]2[CH2:14][CH2:13][CH2:12][CH2:11][C@H:10]2[N:16]2[CH2:20][CH2:19][CH2:18][CH2:17]2)[CH:6]=[CH:7][CH:8]=1. Procedure: 2-(3-Methoxyphenyl) cyclohexanone (30g), pyrrolidine (20g) and 98 to 100% formic acid (20g) were heated under reflux at 130° to 140° C for 18 hours. The cooled mixture was poured into dilute hydrochloric acid, washed with ether, basified and ether extracted. The dried extract was evaporated to give cis-2-(3-methoxyphenyl)-1-pyrrolidinocyclohexane (19g) as a colourless oil. A sample distilled at 150° to 154° C/1 mm gave a hydrochloride m.p. 145° to 147° C. Yields the product BrCCOC1=C(C=C(C=C1C)C1=NC2=CC=CC(=C2C(N1)=O)OC)C (2-[4(2-bromo-ethoxy)-3,5-dimethyl-phenyl]-5-methoxy3H-quinazolin-4-one). The solvent is CN(C=O)C (N,N-dimethylformamide). The reactants are OCCOC1=C(C=C(C=C1C)C1=NC2=CC=CC(=C2C(N1)=O)OC)C (2-[4-(2-hydroxy-ethoxy)-3,5-dimethyl-phenyl]-5-methoxy3H-quinazolin-4-one), C1(=CC=CC=C1)P(C1=CC=CC=C1)C1=CC=CC=C1 (triphenylphosphine), C(Br)(Br)(Br)Br (carbontetrabromide). Conditions: time 16 hour. Reaction SMILES: O[CH2:2][CH2:3][O:4][C:5]1[C:10]([CH3:11])=[CH:9][C:8]([C:12]2[NH:21][C:20](=[O:22])[C:19]3[C:14](=[CH:15][CH:16]=[CH:17][C:18]=3[O:23][CH3:24])[N:13]=2)=[CH:7][C:6]=1[CH3:25].C1(P(C2C=CC=CC=2)C2C=CC=CC=2)C=CC=CC=1.C(Br)(Br)(Br)[Br:46]>CN(C)C=O>[Br:46][CH2:2][CH2:3][O:4][C:5]1[C:10]([CH3:11])=[CH:9][C:8]([C:12]2[NH:21][C:20](=[O:22])[C:19]3[C:14](=[CH:15][CH:16]=[CH:17][C:18]=3[O:23][CH3:24])[N:13]=2)=[CH:7][C:6]=1[CH3:25]. Procedure: To a solution of 2-[4-(2-hydroxy-ethoxy)-3,5-dimethyl-phenyl]-5-methoxy3H-quinazolin-4-one (1.10 g, 3.20 mmol) in anhydrous N,N-dimethylformamide (16 mL) were added triphenylphosphine (0.92 g, 3.50 mmol) and carbontetrabromide (1.17 g, 3.50 mmol). The reaction mixture was stirred at room temperature for 16 hours. DMF was removed under reduced pressure. The residue was purified by column chromatography (silica gel 230-400 mesh; 3% methanol in dichloromethane as eluent) to give 2-[4(2-bromo-ethoxy... Reaction SMILES: [CH2:32]([Cl:33])[Cl:34].[CH3:25][OH:26].[CH3:27][S:28](=[O:29])(=[O:30])[OH:31].[c:1]1(-[c:7]2[nH:8][c:9]3[cH:10][cH:11][cH:12][cH:13][c:14]3[c:15]2[C:16]2=[CH:17][CH2:18][CH:19]([C:22](=[O:23])[OH:24])[CH2:20][CH2:21]2)[cH:2][cH:3][cH:4][cH:5][cH:6]1>>[c:1]1(-[c:7]2[nH:8][c:9]3[cH:10][cH:11][cH:12][cH:13][c:14]3[c:15]2[C:16]2=[CH:17][CH2:18][CH:19]([C:22](=[O:23])[O:24][CH3:27])[CH2:20][CH2:21]2)[cH:2][cH:3][cH:4][cH:5][cH:6]1. Reactants: ClCCl, CO, CS(=O)(=O)O, O=C(O)C1CC=C(c2c(-c3ccccc3)[nH]c3ccccc23)CC1. Yields the product COC(=O)C1CC=C(c2c(-c3ccccc3)[nH]c3ccccc23)CC1.